Dataset: the Open Reaction Database (ORD), a public repository of structured organic reaction records. Task: describe an organic reaction: reactants, conditions, products, and yield Reactants: COC1=CC=C(CN2C(C3=C(C=4C(=NC=C(C4)C)N3)C(=C2)[Si](C)(C)C)=O)C=C1 (7-(4-methoxybenzyl)-3-methyl-5-trimethylsilyl-7,9-dihydro-8H-pyrido[4′,3′:4,5]pyrrolo[2,3-b]pyridin-8-one), II (iodine). Reagents/catalysts: F[B-](F)(F)F.[Ag+] (silver tetrafluoroborate). The solvent is C(C)O (ethanol), C(Cl)Cl (DCM). Run at time 15 minute. Product: IC1=CN(C(C2=C1C=1C(=NC=C(C1)C)N2)=O)CC2=CC=C(C=C2)OC (5-iodo-7-(4-methoxybenzyl)-3-methyl-7,9-dihydro-8H-pyrido [4′,3′:4,5]pyrrolo[2,3-b]pyridin-8-one). RXN SMILES: [CH3:1][O:2][C:3]1[CH:28]=[CH:27][C:6]([CH2:7][N:8]2[CH:21]=[C:20]([Si](C)(C)C)[C:11]3[C:12]4[C:13]([NH:19][C:10]=3[C:9]2=[O:26])=[N:14][CH:15]=[C:16]([CH3:18])[CH:17]=4)=[CH:5][CH:4]=1.[I:29]I>C(O)C.C(Cl)Cl.F[B-](F)(F)F.[Ag+]>[I:29][C:20]1[C:11]2[C:12]3[C:13]([NH:19][C:10]=2[C:9](=[O:26])[N:8]([CH2:7][C:6]2[CH:27]=[CH:28][C:3]([O:2][CH3:1])=[CH:4][CH:5]=2)[CH:21]=1)=[N:14][CH:15]=[C:16]([CH3:18])[CH:17]=3 |f:4.5|. Procedure details: In a 2 L round bottom flask, 7-(4-methoxybenzyl)-3-methyl-5-trimethylsilyl-7,9-dihydro-8H-pyrido[4′,3′:4,5]pyrrolo[2,3-b]pyridin-8-one (18.6 g, 47.505 mmol) was suspended in ethanol (1 L) and DCM (150 mL), then cooled in an ice bath. To the cooled mixture was added silver tetrafluoroborate (AgBF4, 10.17 g, 52.255 mmol) and after 15 minutes of stirring, iodine (18.08 g, 71.257 mmol) was added. The reaction was stirred at 0° C. for one hour followed by five hours at ambient temperature. The crude ...